This data is from the Open Reaction Database (ORD), a public repository of structured organic reaction records. The task is: describe an organic reaction: reactants, conditions, products, and yield Reactants: CN(C)C=O, CC1(C)C=CC(=O)CC1, [Cl-], N#C[K], [NH4+], O. Product: CC1(C)CCC(=O)CC1C#N. Reaction SMILES: [CH3:16][N:17]([CH3:18])[CH:19]=[O:20].[CH3:6][C:7]1([CH3:14])[CH:8]=[CH:9][C:10](=[O:13])[CH2:11][CH2:12]1.[Cl-:1].[K:3][C:4]#[N:5].[NH4+:2].[OH2:15]>>[C:4](#[N:5])[CH:8]1[C:7]([CH3:6])([CH3:14])[CH2:12][CH2:11][C:10](=[O:13])[CH2:9]1.